From a dataset of the Open Reaction Database (ORD), a public repository of structured organic reaction records. describe an organic reaction: reactants, conditions, products, and yield The reactants are CCOc1cc(C(C)(C)C)ccc1C1=NC(C)(c2ccc(Cl)cc2)C(C)(c2ccc(Cl)cc2)N1, O=C(Cl)CCc1ccccc1. Product: CCOc1cc(C(C)(C)C)ccc1C1=NC(C)(c2ccc(Cl)cc2)C(C)(c2ccc(Cl)cc2)N1C(=O)CCc1ccccc1. RXN SMILES: [C:1]([CH3:2])([CH3:3])([CH3:4])[c:5]1[cH:6][c:7]([O:32][CH2:33][CH3:34])[c:8]([C:11]2=[N:15][C:14]([CH3:16])([c:17]3[cH:18][cH:19][c:20]([Cl:23])[cH:21][cH:22]3)[C:13]([CH3:24])([c:25]3[cH:26][cH:27][c:28]([Cl:31])[cH:29][cH:30]3)[NH:12]2)[cH:9][cH:10]1.[c:35]1([CH2:41][CH2:42][C:43](=[O:44])[Cl:45])[cH:36][cH:37][cH:38][cH:39][cH:40]1>>[C:1]([CH3:2])([CH3:3])([CH3:4])[c:5]1[cH:6][c:7]([O:32][CH2:33][CH3:34])[c:8]([C:11]2=[N:12][C:13]([CH3:24])([c:25]3[cH:26][cH:27][c:28]([Cl:31])[cH:29][cH:30]3)[C:14]([CH3:16])([c:17]3[cH:18][cH:19][c:20]([Cl:23])[cH:21][cH:22]3)[N:15]2[C:43]([CH2:42][CH2:41][c:35]2[cH:36][cH:37][cH:38][cH:39][cH:40]2)=[O:44])[cH:9][cH:10]1. The reactants are Cl (hydrochloric acid), C[C@H](C(=O)N[C@H](C(=O)N([C@H](/C=C(/C(=O)OCC)\C)C(C)C)C)C(C)(C)C)C(C)(C1=CC=CC=C1)C (Ethyl (E,4S)-4-[((2S)-2-{[(2S)-2,3-dimethyl-3-phenylbutanoyl]amino}-3,3-dimethylbutanoyl)(methyl)amino]-2,5-dimethyl-2-hexenoate), O1CCCC1 (tetrahydrofuran), ice water, O.[OH-].[Li+] (lithium hydroxide monohydrate). The solvent is CO (methanol), O (water), O (water). Conditions: temperature 50 celsius, time 15 hour. Yields the product C[C@H](C(=O)N[C@H](C(=O)N([C@H](/C=C(/C(=O)O)\C)C(C)C)C)C(C)(C)C)C(C)(C1=CC=CC=C1)C ((E,4S)-4-[((2S)-2-{[(2S)-2,3-dimethyl-3-phenylbutanoyl]amino}-3,3-dimethylbutanoyl)(methyl)amino]-2,5-dimethyl-2-hexenoic acid). The yield is 99.7%. Reaction SMILES: [CH3:1][C@@H:2]([C:27]([CH3:35])([C:29]1[CH:34]=[CH:33][CH:32]=[CH:31][CH:30]=1)[CH3:28])[C:3]([NH:5][C@@H:6]([C:23]([CH3:26])([CH3:25])[CH3:24])[C:7]([N:9]([CH3:22])[C@@H:10]([CH:19]([CH3:21])[CH3:20])/[CH:11]=[C:12](\[CH3:18])/[C:13]([O:15]CC)=[O:14])=[O:8])=[O:4].O1CCCC1.O.[OH-].[Li+].Cl>CO.O>[CH3:1][C@@H:2]([C:27]([CH3:35])([C:29]1[CH:34]=[CH:33][CH:32]=[CH:31][CH:30]=1)[CH3:28])[C:3]([NH:5][C@@H:6]([C:23]([CH3:24])([CH3:25])[CH3:26])[C:7]([N:9]([CH3:22])[C@@H:10]([CH:19]([CH3:20])[CH3:21])/[CH:11]=[C:12](\[CH3:18])/[C:13]([OH:15])=[O:14])=[O:8])=[O:4] |f:2.3.4|. Procedure details: Ethyl (E,4S)-4-[((2S)-2-{[(2S)-2,3-dimethyl-3-phenylbutanoyl]amino}-3,3-dimethylbutanoyl)(methyl)amino]-2,5-dimethyl-2-hexenoate (0.17 g, 0.35 mmol, from Example 91) is dissolved in methanol (1.2 mL) and tetrahydrofuran (1.2 mL) and cooled to 0° C. (ice water bath). To this solution is added water (0.6 mL) and aqueous lithium hydroxide monohydrate (30 mg, 0.70 mmol). The cooling bath is removed, and the resulting mixture is stirred at 50° C. for 15 hours. Solvents are removed in vacuo to provide... Reactants: CC(=O)c1ccccc1OCC(C)C, C1CCOC1, C[Si](C)(C)Cl. The product is C=C(O[Si](C)(C)C)c1ccccc1OCC(C)C. As a reaction SMILES: [CH2:1]([CH:2]([CH3:3])[CH3:4])[O:5][c:6]1[c:7]([C:12]([CH3:13])=[O:14])[cH:8][cH:9][cH:10][cH:11]1.[CH2:20]1[O:21][CH2:22][CH2:23][CH2:24]1.[Cl:15][Si:16]([CH3:17])([CH3:18])[CH3:19]>>[CH2:1]([CH:2]([CH3:3])[CH3:4])[O:5][c:6]1[c:7]([C:12](=[CH2:13])[O:14][Si:16]([CH3:17])([CH3:18])[CH3:19])[cH:8][cH:9][cH:10][cH:11]1.